Dataset: the Open Reaction Database (ORD), a public repository of structured organic reaction records. Task: describe an organic reaction: reactants, conditions, products, and yield Reactants: COC([C@H](CN(C(=O)OCC1=CC=CC=C1)CC=C)NC(=O)OC(C)(C)C)=O (3-(allylbenzyloxycarbonylamino)-2-(S)-tert-butoxycarbonylamino propionic acid methyl ester), C(Cl)Cl.CO (CH2Cl2 MeOH), O=[O+][O-] (Ozone). Run in CO (MeOH). Reaction conditions: temperature -78 celsius, time 4 hour. The product is COC(=O)C1N(C(CN(C1)C(=O)OCC1=CC=CC=C1)OC)C(=O)OC(C)(C)C (6-methoxy-piperazine-1,2,4-tricarboxylic acid 4-benzyl ester 1-tert-butyl ester 2-methyl ester). The yield is 53.0%. Reaction SMILES: [CH3:1][O:2][C:3](=[O:28])[C@@H:4]([NH:20][C:21]([O:23][C:24]([CH3:27])([CH3:26])[CH3:25])=[O:22])[CH2:5][N:6]([CH2:17][CH:18]=C)[C:7]([O:9][CH2:10][C:11]1[CH:16]=[CH:15][CH:14]=[CH:13][CH:12]=1)=[O:8].O=[O+][O-].C(Cl)Cl.[CH3:35][OH:36]>CO>[CH3:1][O:2][C:3]([CH:4]1[CH2:5][N:6]([C:7]([O:9][CH2:10][C:11]2[CH:12]=[CH:13][CH:14]=[CH:15][CH:16]=2)=[O:8])[CH2:17][CH:18]([O:36][CH3:35])[N:20]1[C:21]([O:23][C:24]([CH3:27])([CH3:25])[CH3:26])=[O:22])=[O:28] |f:2.3|. Reported procedure: A solution containing 3-(allylbenzyloxycarbonylamino)-2-(S)-tert-butoxycarbonylamino propionic acid methyl ester (5.2 g, 12.8 mmol) in 550 mL of 10:1 CH2Cl2/MeOH is cooled to −78° C. Ozone gas is passed through the solution until a blue color persists. The solution is purged with N2 to remove excess ozone and is then treated with excess dimethylsulfide. The solution is allowed to warm to rt overnight and the next morning concentrated in vacuo. The crude residue obtained is re-dissolved in MeOH a... Reactants: ClC1=C(OC2=CC=C3C(=C(N=C(C3=C2)C#N)C(=O)OC)O)C=CC=C1 (Methyl 7-(2-chlorophenoxy)-1-cyano-4-hydroxyisoquinoline-3-carboxylate), NCC(C(=O)OCC)(C)C (ethyl 3-amino-2,2-dimethylpropanoate). The solvent is CCO (EtOH). Product: ClC1=C(OC2=CC=C3C(=C(N=C(C3=C2)C#N)C(=O)NCC(C(=O)OCC)(C)C)O)C=CC=C1 (Ethyl 3-(7-(2-chlorophenoxy)-1-cyano-4-hydroxyisoquinoline-3-carboxamido)-2,2-dimethylpropanoate). As a reaction SMILES: [Cl:1][C:2]1[CH:25]=[CH:24][CH:23]=[CH:22][C:3]=1[O:4][C:5]1[CH:14]=[C:13]2[C:8]([C:9]([OH:21])=[C:10]([C:17](OC)=[O:18])[N:11]=[C:12]2[C:15]#[N:16])=[CH:7][CH:6]=1.[NH2:26][CH2:27][C:28]([CH3:35])([CH3:34])[C:29]([O:31][CH2:32][CH3:33])=[O:30]>CCO>[Cl:1][C:2]1[CH:25]=[CH:24][CH:23]=[CH:22][C:3]=1[O:4][C:5]1[CH:14]=[C:13]2[C:8]([C:9]([OH:21])=[C:10]([C:17]([NH:26][CH2:27][C:28]([CH3:35])([CH3:34])[C:29]([O:31][CH2:32][CH3:33])=[O:30])=[O:18])[N:11]=[C:12]2[C:15]#[N:16])=[CH:7][CH:6]=1. Procedure details: Methyl 7-(2-chlorophenoxy)-1-cyano-4-hydroxyisoquinoline-3-carboxylate (20 mg, 0.06 mmol) and ethyl 3-amino-2,2-dimethylpropanoate (33 mg, 0.23 mmol) in EtOH (3 mL) were heated at 150° C. in a microwave for 1.5 hours. The solvent was removed in vacuo and the residue oil was purified by flash chromatography (0-50% EtOAc/hexanes) to give the title compound in 30 mg. 1H NMR (CDCl3, 200 MHz): δ=8.41 (d, 1H, J=8.5 Hz), 8.30 (t, 1H, J=6.6 Hz), 7.57-7.48 (m, 2H), 7.42-7.17 (m, 4H), 4.23 (q, 2H, J=7.0 H...